This data is from the Open Reaction Database (ORD), a public repository of structured organic reaction records. The task is: describe an organic reaction: reactants, conditions, products, and yield Starting materials: CC1(C=2C=CC(=CC2C(CC1)(C)C)C=CC(=O)OC=1C=C(C(=O)OCC=C)C=CC1)C (allyl 3-[3-(5,6,7,8-tetrahydro-5,5,8,8-tetramethyl-2-naphthyl)acryloyloxy]-benzoate), C1CCOC1 (THF), tetrakis-(triphenylphosphine)palladium(0), [H-].[Na+] (sodium hydride), C1CCOC1 (THF), C(CC(=O)OCC)(=O)OCC (diethyl malonate). Solvent: O (water). Product: CC1(C=2C=CC(=CC2C(CC1)(C)C)C=CC(=O)OC=1C=C(C(=O)O)C=CC1)C (3-[3-(5,6,7,8-Tetrahydro-5,5,8,8-tetramethyl-2-naphthyl)acryloyloxy]benzoic acid). Reaction SMILES: [H-].[Na+].C1COCC1.C(OCC)(=O)CC(OCC)=O.[CH3:19][C:20]1([CH3:49])[CH2:29][CH2:28][C:27]([CH3:31])([CH3:30])[C:26]2[CH:25]=[C:24]([CH:32]=[CH:33][C:34]([O:36][C:37]3[CH:38]=[C:39]([CH:46]=[CH:47][CH:48]=3)[C:40]([O:42]CC=C)=[O:41])=[O:35])[CH:23]=[CH:22][C:21]1=2>O>[CH3:19][C:20]1([CH3:49])[CH2:29][CH2:28][C:27]([CH3:30])([CH3:31])[C:26]2[CH:25]=[C:24]([CH:32]=[CH:33][C:34]([O:36][C:37]3[CH:38]=[C:39]([CH:46]=[CH:47][CH:48]=3)[C:40]([OH:42])=[O:41])=[O:35])[CH:23]=[CH:22][C:21]1=2 |f:0.1|. Procedure: 210 mg (6.8 mmol) of sodium hydride (80% in oil) and 15 ml of THF are introduced into a round-bottomed flask under a stream of nitrogen. 1 ml (6.8 mmol) of diethyl malonate is then added dropwise and the mixture is stirred until the evolution of gas has ceased. This solution is introduced dropwise into a mixture of 2.6 g (6.2 mmol) of allyl 3-[3-(5,6,7,8-tetrahydro-5,5,8,8-tetramethyl-2-naphthyl)acryloyloxy]-benzoate, 50 ml of THF and 400 mg of tetrakis-(triphenylphosphine)palladium(0) and the m... Reactants: CC(O)c1c(F)cncc1Br, COc1ccc2cc(B(O)O)ccc2c1, [Na+], [Na+], O=C([O-])[O-], CN(C)C=O. The product is COc1ccc2cc(-c3cncc(F)c3C(C)O)ccc2c1. RXN SMILES: [Br:16][c:17]1[cH:18][n:19][cH:20][c:21]([F:26])[c:22]1[CH:23]([CH3:24])[OH:25].[CH3:1][O:2][c:3]1[cH:4][c:5]2[cH:6][cH:7][c:8]([B:13]([OH:14])[OH:15])[cH:9][c:10]2[cH:11][cH:12]1.[Na+:27].[Na+:28].[O-:29][C:30](=[O:31])[O-:32].[O:33]=[CH:34][N:35]([CH3:36])[CH3:37]>>[CH3:1][O:2][c:3]1[cH:4][c:5]2[cH:6][cH:7][c:8](-[c:17]3[cH:18][n:19][cH:20][c:21]([F:26])[c:22]3[CH:23]([CH3:24])[OH:25])[cH:9][c:10]2[cH:11][cH:12]1.